This data is from the Open Reaction Database (ORD), a public repository of structured organic reaction records. The task is: describe an organic reaction: reactants, conditions, products, and yield Starting materials: CCCC(O)CCC, N#Cc1c(N)cccc1F. Yields the product CCCC(CCC)Oc1cccc(N)c1C#N. As a reaction SMILES: [CH3:1][CH2:2][CH2:3][CH:4]([CH2:5][CH2:6][CH3:7])[OH:8].[NH2:9][c:10]1[c:11]([C:12]#[N:13])[c:14]([F:18])[cH:15][cH:16][cH:17]1>>[CH3:1][CH2:2][CH2:3][CH:4]([CH2:5][CH2:6][CH3:7])[O:8][c:14]1[c:11]([C:12]#[N:13])[c:10]([NH2:9])[cH:17][cH:16][cH:15]1.